Dataset: the Open Reaction Database (ORD), a public repository of structured organic reaction records. Task: describe an organic reaction: reactants, conditions, products, and yield The reactants are O=C([O-])[O-], O=[N+]([O-])c1cc[n+]([O-])cc1F, [Na+], [Na+], CN(C)C=O, O, Oc1cccc2c1CCCC2. Product: O=[N+]([O-])c1cc[n+]([O-])cc1Oc1cccc2c1CCCC2. RXN SMILES: [C:12](=[O:13])([O-:14])[O-:15].[F:18][c:19]1[cH:20][n+:21]([O-:28])[cH:22][cH:23][c:24]1[N+:25](=[O:26])[O-:27].[Na+:16].[Na+:17].[O:30]=[CH:31][N:32]([CH3:33])[CH3:34].[OH2:29].[OH:1][c:2]1[cH:3][cH:4][cH:5][c:6]2[c:11]1[CH2:10][CH2:9][CH2:8][CH2:7]2>>[O:1]([c:2]1[cH:3][cH:4][cH:5][c:6]2[c:11]1[CH2:10][CH2:9][CH2:8][CH2:7]2)[c:19]1[cH:20][n+:21]([O-:28])[cH:22][cH:23][c:24]1[N+:25](=[O:26])[O-:27]. Starting materials: Cl (HCl), solution, OCCN1CCN(CC1)C1=CC=C(C=C1)[N+](=O)[O-] (1-(2-Hydroxyethyl)-4-(4-nitrophenyl)piperazine). Run in CCOCC (Et2O), C(Cl)Cl (DCM). Run at temperature 80 celsius, time 5 hour. Yields the product ClCCN1CCN(CC1)C1=CC=C(C=C1)[N+](=O)[O-] (1-(2-Chloroethyl)-4-(4-nitrophenyl)piperazine). As a reaction SMILES: O[CH2:2][CH2:3][N:4]1[CH2:9][CH2:8][N:7]([C:10]2[CH:15]=[CH:14][C:13]([N+:16]([O-:18])=[O:17])=[CH:12][CH:11]=2)[CH2:6][CH2:5]1.[ClH:19]>C(Cl)Cl.CCOCC>[Cl:19][CH2:2][CH2:3][N:4]1[CH2:9][CH2:8][N:7]([C:10]2[CH:15]=[CH:14][C:13]([N+:16]([O-:18])=[O:17])=[CH:12][CH:11]=2)[CH2:6][CH2:5]1. Reported procedure: 1-(2-Hydroxyethyl)-4-(4-nitrophenyl)piperazine (5 g, 0.02 mol) was dissolved in 50 mL of DCM and treated with HCl (40 mL of a 1M solution in Et2O) under a drying tube for 90 min. The solvent was evaporated, the residue dissolved in thionyl chloride (60 mL) and the mixture refluxed at 80° C. After 5 h, the reaction was complete as shown by LCMS and the thionyl chloride was removed under reduced pressure redissolving in DCM and evaporating three times to give the title compound as the HCl salt. LC... Reactants: Nc1ccccc1, Cc1cccc(N2CCN(CCCc3ccc(C(=O)CCC(=O)O)cc3)CC2)c1. The product is Cc1cccc(N2CCN(CCCc3ccc(C4CCC(=O)N4c4ccccc4)cc3)CC2)c1. As a reaction SMILES: [NH2:30][c:31]1[cH:32][cH:33][cH:34][cH:35][cH:36]1.[O:1]=[C:2]([CH2:3][CH2:4][C:5](=[O:6])[OH:7])[c:8]1[cH:9][cH:10][c:11]([CH2:14][CH2:15][CH2:16][N:17]2[CH2:18][CH2:19][N:20]([c:23]3[cH:24][c:25]([CH3:29])[cH:26][cH:27][cH:28]3)[CH2:21][CH2:22]2)[cH:12][cH:13]1>>[CH:2]1([c:8]2[cH:9][cH:10][c:11]([CH2:14][CH2:15][CH2:16][N:17]3[CH2:18][CH2:19][N:20]([c:23]4[cH:24][c:25]([CH3:29])[cH:26][cH:27][cH:28]4)[CH2:21][CH2:22]3)[cH:12][cH:13]2)[CH2:3][CH2:4][C:5](=[O:6])[N:30]1[c:31]1[cH:32][cH:33][cH:34][cH:35][cH:36]1. The reactants are [Al+3], O=S(=O)(Cl)c1ccc(-c2ccc(F)cc2)cc1, [H-], [H-], [H-], [H-], [Li+], C1CCOC1. The product is Fc1ccc(-c2ccc(S)cc2)cc1. Reaction SMILES: [Al+3:2].[F:7][c:8]1[cH:9][cH:10][c:11](-[c:14]2[cH:15][cH:16][c:17]([S:20]([Cl:21])(=[O:22])=[O:23])[cH:18][cH:19]2)[cH:12][cH:13]1.[H-:1].[H-:4].[H-:5].[H-:6].[Li+:3].[O:24]1[CH2:25][CH2:26][CH2:27][CH2:28]1>>[F:7][c:8]1[cH:9][cH:10][c:11](-[c:14]2[cH:15][cH:16][c:17]([SH:20])[cH:18][cH:19]2)[cH:12][cH:13]1. Reactants: N1C(CC=2C1=NC=CC2)=O (1H-pyrrolo[2,3-b]pyridin-2(3H)-one), N1N=CC2=CC(=CC=C12)C=O (1H-indazole-5-carbaldehyde). Yields the product N1N=CC2=CC(=CC=C12)\C=C/1\C(NC2=NC=CC=C21)=O ((E)-3-((1H-indazol-5-yl)methylene)-1H-pyrrolo[2,3-b]pyridin-2(3H)-one). Isolated yield 95.3%. Reaction SMILES: [NH:1]1[C:5]2=[N:6][CH:7]=[CH:8][CH:9]=[C:4]2[CH2:3][C:2]1=[O:10].[NH:11]1[C:19]2[C:14](=[CH:15][C:16]([CH:20]=O)=[CH:17][CH:18]=2)[CH:13]=[N:12]1>>[NH:11]1[C:19]2[C:14](=[CH:15][C:16](/[CH:20]=[C:3]3/[C:2](=[O:10])[NH:1][C:5]4[C:4]/3=[CH:9][CH:8]=[CH:7][N:6]=4)=[CH:17][CH:18]=2)[CH:13]=[N:12]1. Procedure details: The title compound (50 mg, 95%) was synthesized as an orange solid according to the method described for Example A67 using 1H-pyrrolo[2,3-b]pyridin-2(3H)-one (26.8 mg, 0.2 mmol) and 1H-indazole-5-carbaldehyde (29.2 mg, 0.2 mmol). 1H NMR (400 MHz, DMSO-d6) δ 13.36 (s, 1H, NH), 11.20 (s, 1H, NH), 8.21 (s, 2H), 8.09 (d, J=5.2 Hz, 1H), 7.94 (d, J=8.0 Hz, 1H), 7.89 (s, 1H), 7.72 (d, J=8.8 Hz, 1H), 7.68 (d, J=8.4 Hz, 1H), 6.91 (dd, J=8.0 Hz, 5.6 Hz, 1H); MS ESI 263.0 [M+H]+, calcd for [C15H10N4O+H]+ 2... The reactants are C(C)(=O)O (acetic acid), FC(CC=O)(F)F (3,3,3-trifluoropropionaldehyde), C(C)(=O)O[BH-](OC(C)=O)OC(C)=O.[Na+] (sodium triacetoxyborohydride), Cl.COC=1C=C(C=CC1[N+](=O)[O-])C=1CCNCC1 (4-(3-Methoxy-4-nitrophenyl)-1,2,3,6-tetrahydropyridine hydrochloride). Reaction SMILES: Cl.[CH3:2][O:3][C:4]1[CH:5]=[C:6]([C:13]2[CH2:14][CH2:15][NH:16][CH2:17][CH:18]=2)[CH:7]=[CH:8][C:9]=1[N+:10]([O-:12])=[O:11].C(O)(=O)C.[F:23][C:24]([F:29])([F:28])[CH2:25][CH:26]=O.C(O[BH-](OC(=O)C)OC(=O)C)(=O)C.[Na+]>ClCCl.O.[OH-].[Na+]>[CH3:2][O:3][C:4]1[CH:5]=[C:6]([C:13]2[CH2:18][CH2:17][N:16]([CH2:26][CH2:25][C:24]([F:29])([F:28])[F:23])[CH2:15][CH:14]=2)[CH:7]=[CH:8][C:9]=1[N+:10]([O-:12])=[O:11] |f:0.1,4.5,8.9|. Procedure: A solution of 6.6 g (24.38 mmol) of the hydrochloride prepared in step 16.1 in 110 mL of dichloromethane is cooled in an ice-water bath. 14 mL (243.8 mmol) of glacial acetic acid, 8.19 g (73.14 mmol) of 3,3,3-trifluoropropionaldehyde and 12.9 g (60.95 mmol) of sodium triacetoxyborohydride are successively added portionwise. The mixture is stirred at room temperature for 3 hours and then diluted with dichloromethane, water and aqueous 1N NaOH solution. The aqueous phase is extracted with dichloro... Product: COC=1C=C(C=CC1[N+](=O)[O-])C=1CCN(CC1)CCC(F)(F)F (4-(3-Methoxy-4-nitrophenyl)-1-(3,3,3-trifluoropropyl)-1,2,3,6-tetrahydropyridine). Run at time 3 hour. The solvent is ClCCl (dichloromethane), O (water), [OH-].[Na+] (NaOH), ClCCl (dichloromethane).